This data is from the Open Reaction Database (ORD), a public repository of structured organic reaction records. The task is: describe an organic reaction: reactants, conditions, products, and yield Reactants: CN(C)C=O, [Na+], [Na+], O=C([O-])[O-], CCOC(=O)CNC(=O)c1c(O)c2cc(I)ccc2n(C)c1=O, OB(O)c1ccccc1, c1ccc(P(c2ccccc2)(c2ccccc2)[Pd](P(c2ccccc2)(c2ccccc2)c2ccccc2)(P(c2ccccc2)(c2ccccc2)c2ccccc2)P(c2ccccc2)(c2ccccc2)c2ccccc2)cc1. The product is CCOC(=O)CNC(=O)c1c(O)c2cc(-c3ccccc3)ccc2n(C)c1=O. RXN SMILES: [CH3:116][N:117]([CH3:118])[CH:119]=[O:120].[Na+:33].[Na+:34].[O-:35][C:36](=[O:37])[O-:38].[OH:1][c:2]1[c:3]([C:15](=[O:16])[NH:17][CH2:18][C:19](=[O:20])[O:21][CH2:22][CH3:23])[c:4](=[O:14])[n:5]([CH3:13])[c:6]2[cH:7][cH:8][c:9]([I:12])[cH:10][c:11]12.[OH:24][B:25]([OH:26])[c:27]1[cH:28][cH:29][cH:30][cH:31][cH:32]1.[cH:39]1[cH:40][cH:41][c:42]([P:43]([Pd:44]([P:45]([c:46]2[cH:47][cH:48][cH:49][cH:50][cH:51]2)([c:52]2[cH:53][cH:54][cH:55][cH:56][cH:57]2)[c:58]2[cH:59][cH:60][cH:61][cH:62][cH:63]2)([P:64]([c:65]2[cH:66][cH:67][cH:68][cH:69][cH:70]2)([c:71]2[cH:72][cH:73][cH:74][cH:75][cH:76]2)[c:77]2[cH:78][cH:79][cH:80][cH:81][cH:82]2)[P:83]([c:84]2[cH:85][cH:86][cH:87][cH:88][cH:89]2)([c:90]2[cH:91][cH:92][cH:93][cH:94][cH:95]2)[c:96]2[cH:97][cH:98][cH:99][cH:100][cH:101]2)([c:102]2[cH:103][cH:104][cH:105][cH:106][cH:107]2)[c:108]2[cH:109][cH:110][cH:111][cH:112][cH:113]2)[cH:114][cH:115]1>>[OH:1][c:2]1[c:3]([C:15](=[O:16])[NH:17][CH2:18][C:19](=[O:20])[O:21][CH2:22][CH3:23])[c:4](=[O:14])[n:5]([CH3:13])[c:6]2[cH:7][cH:8][c:9](-[c:27]3[cH:28][cH:29][cH:30][cH:31][cH:32]3)[cH:10][c:11]12. Starting materials: N1(C=NC=C1)C(CCC)C1=CC=C(C#N)C=C1 (4-[1-(1-imidazolyl)-butyl]-benzonitrile), C1(=CC=CC=C1)[Mg]Br (phenylmagnesium bromide), O1CCCC1 (tetrahydrofuran). Yields the product N1(C=NC=C1)C(CCC)C1=CC=C(C(=O)C2=CC=CC=C2)C=C1 (4-[1-(1-imidazolyl)-butyl]-benzophenone). Reaction SMILES: [N:1]1([CH:6]([C:10]2[CH:17]=[CH:16][C:13]([C:14]#N)=[CH:12][CH:11]=2)[CH2:7][CH2:8][CH3:9])[CH:5]=[CH:4][N:3]=[CH:2]1.[C:18]1([Mg]Br)[CH:23]=[CH:22][CH:21]=[CH:20][CH:19]=1.[O:26]1CCCC1>>[N:1]1([CH:6]([C:10]2[CH:17]=[CH:16][C:13]([C:14]([C:18]3[CH:23]=[CH:22][CH:21]=[CH:20][CH:19]=3)=[O:26])=[CH:12][CH:11]=2)[CH2:7][CH2:8][CH3:9])[CH:5]=[CH:4][N:3]=[CH:2]1. Procedure: The 4-[1-(1-imidazolyl)-butyl]-benzonitrile is reacted with phenylmagnesium bromide under standard conditions analogously to example 11 in tetrahydrofuran. 0.83 g of 4-[1-(1-imidazolyl)-butyl]-benzophenone with a boiling point of 175° C./0.03 mbar is obtained. Starting materials: ice water, O1CCC2=C1C=CC=C2 (2,3-dihydrobenzofuran), [Cl-].[Al+3].[Cl-].[Cl-] (aluminum chloride), C(C)(=O)N1CCC(CC1)CCC(=O)Cl (3-(1-acetylpiperidin-4-yl)propionic acid chloride). Run in ClCCCl (1,2-dichloroethane). Conditions: time 3 hour. Yields the product C(C)(=O)N1CCC(CC1)CCC(=O)C=1C=CC2=C(CCO2)C1 (5-[3-(1-acetylpiperidin-4-yl)-1-oxopropyl]-2,3-dihydrobenzofuran). The yield is 78.0%. Reaction SMILES: [C:1]([N:4]1[CH2:9][CH2:8][CH:7]([CH2:10][CH2:11][C:12](Cl)=[O:13])[CH2:6][CH2:5]1)(=[O:3])[CH3:2].[O:15]1[C:19]2[CH:20]=[CH:21][CH:22]=[CH:23][C:18]=2[CH2:17][CH2:16]1.[Cl-].[Al+3].[Cl-].[Cl-]>ClCCCl>[C:1]([N:4]1[CH2:9][CH2:8][CH:7]([CH2:10][CH2:11][C:12]([C:22]2[CH:21]=[CH:20][C:19]3[O:15][CH2:16][CH2:17][C:18]=3[CH:23]=2)=[O:13])[CH2:6][CH2:5]1)(=[O:3])[CH3:2] |f:2.3.4.5|. Reported procedure: To 200 ml of 1,2-dichloroethane were added 9.65 g (44 mmol) of 3-(1-acetylpiperidin-4-yl)propionic acid chloride and 10.65 g (89 mmol), of 2,3-dihydrobenzofuran. To the mixture was added 12.82 g (96 mmol) of aluminum chloride in limited amounts, then the mixture was stirred for 3 hours at room temperature. The reaction mixture was poured into ice-water, which was subjected to extraction with methylene chloride. Organic layers were combined and washed with water and dried over anhydrous sodium su... Starting materials: N1CCCC2=CC=CC=C12 (1,2,3,4-tetrahydroquinoline), ClC1=NC=NC2=CC=C(C=C12)OC (4-chloro-6-methoxy-quinazoline). Run in CCO (EtOH). The product is N1(CCCC2=CC=CC=C12)C1=NC=NC2=CC=C(C=C12)OC (4-(3,4-Dihydro-2H-quinolin-1-yl)-6-methoxy-quinazoline). Isolated yield 59.0%. Reaction SMILES: [NH:1]1[C:10]2[C:5](=[CH:6][CH:7]=[CH:8][CH:9]=2)[CH2:4][CH2:3][CH2:2]1.Cl[C:12]1[C:21]2[C:16](=[CH:17][CH:18]=[C:19]([O:22][CH3:23])[CH:20]=2)[N:15]=[CH:14][N:13]=1>CCO>[N:1]1([C:12]2[C:21]3[C:16](=[CH:17][CH:18]=[C:19]([O:22][CH3:23])[CH:20]=3)[N:15]=[CH:14][N:13]=2)[C:10]2[C:5](=[CH:6][CH:7]=[CH:8][CH:9]=2)[CH2:4][CH2:3][CH2:2]1. Reported procedure: Utilizing a procedure analogous to that described in Example 2, this product was prepared in 59% yield from 1,2,3,4-tetrahydroquinoline (2 eq.) and 4-chloro-6-methoxy-quinazoline (1.0 eq) in EtOH. (M.P. 98° C.; LC-MS: 292 (MH+). Reactants: NC1(C(N(C2=CC=C(C=C12)OC)C1=CC=C(C=C1)F)=O)CCC#N (3-[3-amino-1-(4-fluorophenyl)-2,3-dihydro-5-methoxy-2-oxo-1H-indol-3-yl]propanenitrile), C(C1=CC=CC=C1)(=O)C(C(C(=O)O)(O)C(C1=CC=CC=C1)=O)(O)C(=O)O ((-)-dibenzoyltartaric acid). Solvent: C(C)(=O)OCC (ethyl acetate). Run at time 8 hour. Product: C(C1=CC=CC=C1)(=O)C(C(C(=O)O)(O)C(C1=CC=CC=C1)=O)(O)C(=O)O.NC1(C(N(C2=CC=C(C=C12)OC)C1=CC=C(C=C1)F)=O)CCC#N (3-[3-amino-1-(4-fluorophenyl)-2,3-dihydro-5-methoxy-2-oxo-1H-indol-3-yl]-propanenitrile (-)-dibenzoyltartrate). Isolated yield 34.6%. RXN SMILES: [NH2:1][C:2]1([CH2:21][CH2:22][C:23]#[N:24])[C:10]2[C:5](=[CH:6][CH:7]=[C:8]([O:11][CH3:12])[CH:9]=2)[N:4]([C:13]2[CH:18]=[CH:17][C:16]([F:19])=[CH:15][CH:14]=2)[C:3]1=[O:20].[C:25]([C:33]([C:48]([OH:50])=[O:49])([OH:47])[C:34]([C:39](=[O:46])[C:40]1[CH:45]=[CH:44][CH:43]=[CH:42][CH:41]=1)([OH:38])[C:35]([OH:37])=[O:36])(=[O:32])[C:26]1[CH:31]=[CH:30][CH:29]=[CH:28][CH:27]=1>C(OCC)(=O)C>[C:39]([C:34]([C:35]([OH:37])=[O:36])([OH:38])[C:33]([C:25](=[O:32])[C:26]1[CH:31]=[CH:30][CH:29]=[CH:28][CH:27]=1)([OH:47])[C:48]([OH:50])=[O:49])(=[O:46])[C:40]1[CH:45]=[CH:44][CH:43]=[CH:42][CH:41]=1.[NH2:1][C:2]1([CH2:21][CH2:22][C:23]#[N:24])[C:10]2[C:5](=[CH:6][CH:7]=[C:8]([O:11][CH3:12])[CH:9]=2)[N:4]([C:13]2[CH:18]=[CH:17][C:16]([F:19])=[CH:15][CH:14]=2)[C:3]1=[O:20] |f:3.4|. Procedure: 43.7 g of 3-[3-amino-1-(4-fluorophenyl)-2,3-dihydro-5-methoxy-2-oxo-1H-indol-3-yl]propanenitrile and 40 g of (-)-dibenzoyltartaric acid were dissolved in 300 ml of ethyl acetate, and the solution was allowed to stand at room temperature overnight while stirring gently. Precipitated crystals were collected by filtration and recrystallized from ethyl acetate to afford 26.4 g of 3-[3-amino-1-(4-fluorophenyl)-2,3-dihydro-5-methoxy-2-oxo-1H-indol-3-yl]-propanenitrile (-)-dibenzoyltartrate. Melting po... Reactants: O=[N+]([O-])c1cnc2ccc(Br)cc2c1Cl, Cc1noc(C)c1N, CC(=O)O. Product: Cc1noc(C)c1Nc1c([N+](=O)[O-])cnc2ccc(Br)cc12. RXN SMILES: [Br:1][c:2]1[cH:3][c:4]2[c:5]([Cl:15])[c:6]([N+:12](=[O:13])[O-:14])[cH:7][n:8][c:9]2[cH:10][cH:11]1.[CH3:16][c:17]1[n:18][o:19][c:20]([CH3:23])[c:21]1[NH2:22].[CH3:24][C:25](=[O:26])[OH:27]>>[Br:1][c:2]1[cH:3][c:4]2[c:5]([NH:22][c:21]3[c:17]([CH3:16])[n:18][o:19][c:20]3[CH3:23])[c:6]([N+:12](=[O:13])[O-:14])[cH:7][n:8][c:9]2[cH:10][cH:11]1. Reactants: C(N)(OCC)=O (ethyl carbamate), CC(C)([O-])C.[K+] (potassium t-butoxide), C1CCOC1 (THF), methacryloyl acid chloride, C1CCOC1 (THF). Run at temperature 60 celsius, time 1 hour. Yields the product C(C(=C)C)(=O)NC(OCC)=O (ethyl methacryloylcarbamate). The yield is 6.4%. RXN SMILES: [C:1](=[O:6])([O:3][CH2:4][CH3:5])[NH2:2].[CH3:7][C:8]([CH3:11])([O-])[CH3:9].[K+].C1C[O:16]CC1>>[C:7]([NH:2][C:1](=[O:6])[O:3][CH2:4][CH3:5])(=[O:16])[C:8]([CH3:11])=[CH2:9] |f:1.2|. Procedure: To the solution of 8.9 g of ethyl carbamate in 100 g of THF, 11.2 g of potassium t-butoxide was mixed and the reaction mixture was stirred for 1 hour at 60° C. The resulting slurry was added dropwise to the solution of 5.43 g of methacryloyl acid chloride in 50 g of THF heated at 60° C. in 2 hours. After removing THF by vacuum evaporation, the residue was extracted with 1000 ml of water and 500 ml of ethyl acetate. The organic phase was concentrated in vacuo and the residue was subjected to colu... The reactants are [BH4-].[Na+] (Sodium borohydride), C(=O)NCCC1=CC=CC2=C1CCCCC2 (N-Formyl-N-(benzocycloheptan-1-yl)ethylamine), P(=O)(Cl)(Cl)Cl (phosphorus oxychloride), COC1=C(C=C(C=C1)S(=O)(=O)CC)C=1NC=CC1 (2-(2-methoxy-5-ethylsulfonylphenyl)-1H-pyrrole). Solvent: O (water), CO (methanol), O (Water), ClCCCl (1,2-dichloroethane), ClCCCl (1,2-dichloroethane). Conditions: time 30 minute. The product is C1(=CC=CC2=C1CCCCC2)N(CC)CC=2NC(=CC2)C2=C(C=CC(=C2)S(=O)(=O)CC)OC (2-[N-(benzocycloheptan-1yl)-N-ethylaminomethyl]-5-(5-ethylsulfonyl-2-methoxyphenyl)-1H-pyrrole). Yield: 207.2%. Reaction SMILES: C(NCC[C:6]1[C:11]2[CH2:12][CH2:13][CH2:14][CH2:15][CH2:16][C:10]=2[CH:9]=[CH:8][CH:7]=1)=O.P(Cl)(Cl)(Cl)=O.[CH3:22][O:23][C:24]1[CH:29]=[CH:28][C:27]([S:30]([CH2:33][CH3:34])(=[O:32])=[O:31])=[CH:26][C:25]=1[C:35]1[NH:36][CH:37]=[CH:38][CH:39]=1.[BH4-].[Na+]>ClCCCl.O.CO>[C:6]1([N:36]([CH2:37][C:37]2[NH:36][C:35]([C:25]3[CH:26]=[C:27]([S:30]([CH2:33][CH3:34])(=[O:31])=[O:32])[CH:28]=[CH:29][C:24]=3[O:23][CH3:22])=[CH:39][CH:38]=2)[CH2:35][CH3:25])[C:11]2[CH2:12][CH2:13][CH2:14][CH2:15][CH2:16][C:10]=2[CH:9]=[CH:8][CH:7]=1 |f:3.4|. Reported procedure: N-Formyl-N-(benzocycloheptan-1-yl)ethylamine (0.39 g, 1.81 mmol) was treated with phosphorus oxychloride (0.17 ml, 1.81 mmol) at room temperature under argon. After 30 minutes, 1,2-dichloroethane (1.2 ml) was added at 0° C. followed by a solution of 2-(2-methoxy-5-ethylsulfonylphenyl)-1H-pyrrole (0.4 g, 1.51 mmol) in 1,2-dichloroethane (4 ml). The mixture was allowed to warm to room temperature and stirred for 16 h at 25° C. and then for 6 h at 40° C. Sodium borohydride (0.55 g, 14.5 mmol) was t... Procedure details: A mixture of 4-bromo-2-methylaniline (25 g) and diketene (11.8 cm3) in toluene (100 cm3) was heated with stirring under reflux for 5 hours. On cooling to room temperature the precipitated solid was filtered off and recrystallised from hexane/ethyl acetate to afford N-[4-bromo-2-methylphenyl]-acetoacetamide, m.p. 109° (14.0 g). The solvent is C1(=CC=CC=C1)C (toluene). Product: BrC1=CC(=C(C=C1)NC(CC(=O)C)=O)C (N-[4-bromo-2-methylphenyl]-acetoacetamide). Reactants: BrC1=CC(=C(N)C=C1)C (4-bromo-2-methylaniline), C=C1CC(=O)O1 (diketene). Reaction SMILES: [Br:1][C:2]1[CH:8]=[CH:7][C:5]([NH2:6])=[C:4]([CH3:9])[CH:3]=1.[CH2:10]=[C:11]1[O:15][C:13](=[O:14])[CH2:12]1>C1(C)C=CC=CC=1>[Br:1][C:2]1[CH:8]=[CH:7][C:5]([NH:6][C:13](=[O:14])[CH2:12][C:11]([CH3:10])=[O:15])=[C:4]([CH3:9])[CH:3]=1. Reactants: COC(=O)C(N)CCSC, O=Cc1ccc(Cl)cc1, Cl, [Na+], [Na+], O=C([O-])[O-], O. Yields the product COC(=O)C(CCSC)N=Cc1ccc(Cl)cc1. As a reaction SMILES: [CH3:2][O:3][C:4]([CH:5]([NH2:6])[CH2:7][CH2:8][S:9][CH3:10])=[O:11].[Cl:18][c:19]1[cH:20][cH:21][c:22]([CH:23]=[O:24])[cH:25][cH:26]1.[ClH:1].[Na+:12].[Na+:13].[O-:14][C:15](=[O:16])[O-:17].[OH2:27]>>[CH3:2][O:3][C:4]([CH:5]([N:6]=[CH:23][c:22]1[cH:21][cH:20][c:19]([Cl:18])[cH:26][cH:25]1)[CH2:7][CH2:8][S:9][CH3:10])=[O:11].